The task is: describe an organic reaction: reactants, conditions, products, and yield. This data is from the Open Reaction Database (ORD), a public repository of structured organic reaction records. Reactants: N (ammonia), C(C)#N (acetonitrile), [Na] (sodium), N (ammonia), [Na] (sodium), ferric chloride, ClC1=C(C#N)C=CC(=C1)Cl (2,4-dichlorobenzonitrile). The solvent is O1CCCC1 (tetrahydrofuran), C(C)OCC (diethyl ether). Reported procedure: A 150 ml. portion of ammonia is condensed in a reaction flask and a small piece of sodium is added. The blue color is discharged by the addition of ferric chloride and 3.22 g. of sodium are added. After the color is discharged, 5.75 ml. of acetonitrile in 10 ml. of diethyl ether are added. The reaction is cooled in a dry ice-acetone bath and 16.6 g. of 2,4-dichlorobenzonitrile in 25 ml. of tetrahydrofuran are added dropwise. The ammonia is allowed to evaporate, the solvent is blown off with nitr... Reaction SMILES: N.[Na].[C:3](#[N:5])[CH3:4].[Cl:6][C:7]1[CH:14]=[C:13]([Cl:15])[CH:12]=[CH:11][C:8]=1[C:9]#[N:10]>O1CCCC1.C(OCC)C>[NH2:10][C:9]([C:8]1[CH:11]=[CH:12][C:13]([Cl:15])=[CH:14][C:7]=1[Cl:6])=[CH:4][C:3]#[N:5] |^1:1|. Yields the product NC(=CC#N)C1=C(C=C(C=C1)Cl)Cl (β-amino-2,4-dichlorocinnamonitrile). The reactants are C(CCC)I (n-Butyl iodide), C(C)(=O)C1=CC=C(C(C(=O)OC)=C1)O (methyl 5-acetylsalicylate), C([O-])([O-])=O.[K+].[K+] (potassium carbonate), C(CCC)I (n-butyl iodide), C([O-])([O-])=O.[K+].[K+] (potassium carbonate). Run in C(C)#N (acetonitrile). Conditions: temperature 60 celsius, time 18 hour. Product: C(C)(=O)C=1C=CC(=C(C(=O)OC)C1)OCCCC (Methyl 5-acetyl-2-butoxybenzoate). RXN SMILES: [CH2:1](I)[CH2:2][CH2:3][CH3:4].[C:6]([C:9]1[CH:18]=[C:13]([C:14]([O:16][CH3:17])=[O:15])[C:12]([OH:19])=[CH:11][CH:10]=1)(=[O:8])[CH3:7].C(=O)([O-])[O-].[K+].[K+]>C(#N)C>[C:6]([C:9]1[CH:10]=[CH:11][C:12]([O:19][CH2:1][CH2:2][CH2:3][CH3:4])=[C:13]([CH:18]=1)[C:14]([O:16][CH3:17])=[O:15])(=[O:8])[CH3:7] |f:2.3.4|. Procedure details: n-Butyl iodide (13.2 ml, 117 mmol) was added to a mixture of methyl 5-acetylsalicylate (15 g, 77 mmol) and potassium carbonate (16 g, 117 mmol) in acetonitrile (500 ml), and the reaction stirred at 60° C. for 18 hours. TLC analysis showed starting material remaining, so additional n-butyl iodide (26.4 ml, 234 mmol) and potassium carbonate (16 g, 117 mmol) were added and the reaction stirred at 60° C. for a further 72 hours. The cooled mixture was concentrated under reduced pressure and the resid...